From a dataset of the Open Reaction Database (ORD), a public repository of structured organic reaction records. describe an organic reaction: reactants, conditions, products, and yield Reported procedure: The compound was prepared according to the general procedure for the synthesis of alkylidene hydrazones from the condensation of 4-formyl-1-naphthyl diethylacrylamide (from step D) and 3-chloro-4-hydroxy benzoic acid hydrazide. The reactants are alkylidene hydrazones, C(=O)C1=CC=C(C2=CC=CC=C12)C(C(=O)N)=C(CC)CC (4-formyl-1-naphthyl diethylacrylamide), ClC=1C=C(C(=O)NN)C=CC1O (3-chloro-4-hydroxy benzoic acid hydrazide). Product: ClC=1C=C(C(=O)NN=CC2=CC=C(C3=CC=CC=C23)C(C(=O)N)=C(CC)CC)C=CC1O (4-[(3-Chloro-4-hydroxybenzoyl)hydrazonomethyl]naphthyl Diethylacrylamide). As a reaction SMILES: [CH:1]([C:3]1[C:12]2[C:7](=[CH:8][CH:9]=[CH:10][CH:11]=2)[C:6]([C:13](=[C:17]([CH2:20][CH3:21])[CH2:18][CH3:19])[C:14]([NH2:16])=[O:15])=[CH:5][CH:4]=1)=O.[Cl:22][C:23]1[CH:24]=[C:25]([CH:30]=[CH:31][C:32]=1[OH:33])[C:26]([NH:28][NH2:29])=[O:27]>>[Cl:22][C:23]1[CH:24]=[C:25]([CH:30]=[CH:31][C:32]=1[OH:33])[C:26]([NH:28][N:29]=[CH:1][C:3]1[C:12]2[C:7](=[CH:8][CH:9]=[CH:10][CH:11]=2)[C:6]([C:13](=[C:17]([CH2:20][CH3:21])[CH2:18][CH3:19])[C:14]([NH2:16])=[O:15])=[CH:5][CH:4]=1)=[O:27]. Starting materials: CCOC(=O)CCCBr, O=C([O-])[O-], O=Cc1ccc(OCc2ccccc2)cc1O, CN(C)C=O, [I-], [K+], [K+], [Na+], O. Yields the product CCOC(=O)CCCOc1cc(OCc2ccccc2)ccc1C=O. Reaction SMILES: [Br:18][CH2:19][CH2:20][CH2:21][C:22](=[O:23])[O:24][CH2:25][CH3:26].[C:27](=[O:28])([O-:29])[O-:30].[CH2:1]([c:2]1[cH:3][cH:4][cH:5][cH:6][cH:7]1)[O:8][c:9]1[cH:10][c:11]([OH:17])[c:12]([CH:13]=[O:14])[cH:15][cH:16]1.[CH3:36][N:37]([CH3:38])[CH:39]=[O:40].[I-:34].[K+:31].[K+:32].[Na+:33].[OH2:35]>>[CH2:1]([c:2]1[cH:3][cH:4][cH:5][cH:6][cH:7]1)[O:8][c:9]1[cH:10][c:11]([O:17][CH2:19][CH2:20][CH2:21][C:22](=[O:23])[O:24][CH2:25][CH3:26])[c:12]([CH:13]=[O:14])[cH:15][cH:16]1. Starting materials: BrC1=CC(=C(C=C1)C(CCC(F)(F)F)NC1=CC=C(C(=O)N2C[C@@H](CCC2)C(=O)OCC)C=C1)C (ethyl (3R)-1-(4-((1-(4-bromo-2-methylphenyl)-4,4,4-trifluorobutyl)amino)benzoyl)piperidine-3-carboxylate), [F-].[K+] (potassium fluoride), COC1=CC=C(C=C1)B(O)O (4-methoxyphenylboronic acid), C(C)(C)(C)P(C1=C(C=CC=C1)C1=CC=CC=C1)C(C)(C)C (2-(di-tert-butylphosphino)biphenyl). The reagents and catalysts are C(C)(=O)[O-].[Pd+2].C(C)(=O)[O-] (palladium acetate). Run in O1CCCC1 (tetrahydrofuran), O (water). Conditions: time 8 hour. The product is FC(CCC(C1=C(C=C(C=C1)C1=CC=C(C=C1)OC)C)NC1=CC=C(C(=O)N2C[C@@H](CCC2)C(=O)OCC)C=C1)(F)F (ethyl (3R)-1-(4-((4,4,4-trifluoro-1-(4′-methoxy-3-methylbiphenyl-4-yl)butyl)amino)benzoyl)piperidine-3-carboxylate). The yield is 82.5%. Reaction SMILES: Br[C:2]1[CH:7]=[CH:6][C:5]([CH:8]([NH:15][C:16]2[CH:34]=[CH:33][C:19]([C:20]([N:22]3[CH2:27][CH2:26][CH2:25][C@@H:24]([C:28]([O:30][CH2:31][CH3:32])=[O:29])[CH2:23]3)=[O:21])=[CH:18][CH:17]=2)[CH2:9][CH2:10][C:11]([F:14])([F:13])[F:12])=[C:4]([CH3:35])[CH:3]=1.[F-].[K+].[CH3:38][O:39][C:40]1[CH:45]=[CH:44][C:43](B(O)O)=[CH:42][CH:41]=1.C(P(C(C)(C)C)C1C=CC=CC=1C1C=CC=CC=1)(C)(C)C>C([O-])(=O)C.[Pd+2].C([O-])(=O)C.O.O1CCCC1>[F:12][C:11]([F:14])([F:13])[CH2:10][CH2:9][CH:8]([NH:15][C:16]1[CH:34]=[CH:33][C:19]([C:20]([N:22]2[CH2:27][CH2:26][CH2:25][C@@H:24]([C:28]([O:30][CH2:31][CH3:32])=[O:29])[CH2:23]2)=[O:21])=[CH:18][CH:17]=1)[C:5]1[CH:6]=[CH:7][C:2]([C:43]2[CH:44]=[CH:45][C:40]([O:39][CH3:38])=[CH:41][CH:42]=2)=[CH:3][C:4]=1[CH3:35] |f:1.2,5.6.7|. Procedure: A reaction mixture of ethyl (3R)-1-(4-((1-(4-bromo-2-methylphenyl)-4,4,4-trifluorobutyl)amino)benzoyl)piperidine-3-carboxylate (200 mg), palladium acetate (4.0 mg), potassium fluoride (62.8 mg), 4-methoxyphenylboronic acid (109 mg), 2-(di-tert-butylphosphino)biphenyl (10.7 mg) and tetrahydrofuran (2 mL) was stirred at room temperature overnight under a nitrogen atmosphere. The reaction mixture was added to water, and the mixture was extracted with ethyl acetate. The extract was washed with water... Reactants: C(C)(C)(C)OC(=O)N1C[C@H]([C@@H](CC1)N[C@H](C)C1=CC=CC=C1)C(=O)O ((3R,4R)-1-(tert-butoxycarbonyl)-4-((R)-1-phenylethylamino)-piperidine-3-carboxylic acid), [Si](C)(C)(C)C=[N+]=[N-] (TMSCHN2). Yields the product C1(=CC=CC=C1)[C@@H](C)N[C@H]1[C@@H](CN(CC1)C(=O)OC(C)(C)C)C(=O)OC ((3R,4R)-1-tert-butyl 3-methyl 4-((R)-1-phenylethylamino)-piperidine-1,3-dicarboxylate). Procedure: To a solution of 261A (280 mg, 0.80 mmol) in 6 mL of 1:1 CH2Cl2/MeOH was added a solution of TMSCHN2 (0.82 ml, 1.64 mmol, 2N in hexane). The mixture was stirred at room temperature for 30 min, then concentrated in vacuo and purified by flash chromatography (hexane/EtOAc: 80:20) on silica gel to give Compound 261B as an oil. It had an analytical HPLC retention time=2.187 min. (Chromolith SpeedROD column 4.5×50 mm, 10–90% aqueous methanol containing 0.1% TFA over 4 min, 4 mL/min, monitoring at 220... Conditions: time 30 minute. Solvent: C(Cl)Cl.CO (CH2Cl2 MeOH). As a reaction SMILES: [C:1]([O:5][C:6]([N:8]1[CH2:13][CH2:12][C@@H:11]([NH:14][C@@H:15]([C:17]2[CH:22]=[CH:21][CH:20]=[CH:19][CH:18]=2)[CH3:16])[C@H:10]([C:23]([OH:25])=[O:24])[CH2:9]1)=[O:7])([CH3:4])([CH3:3])[CH3:2].[Si](C=[N+]=[N-])(C)(C)[CH3:27]>C(Cl)Cl.CO>[C:17]1([C@H:15]([NH:14][C@@H:11]2[CH2:12][CH2:13][N:8]([C:6]([O:5][C:1]([CH3:2])([CH3:3])[CH3:4])=[O:7])[CH2:9][C@H:10]2[C:23]([O:25][CH3:27])=[O:24])[CH3:16])[CH:18]=[CH:19][CH:20]=[CH:21][CH:22]=1 |f:2.3|. Starting materials: C(C)(C)(C)OC(CN1C=C(C2=CC(=CC=C12)Cl)C1NS(C2=C1C=CC=C2)(=O)=O)=O ([5-Chloro-3-(1,1-dioxo-2,3-dihydro-1H-1λ6-benzo[d]isothiazol-3-yl)-indol-1-yl]-acetic acid tert-butyl ester), [OH-].[Na+] (NaOH). The solvent is CCO (EtOH). Conditions: temperature 50 celsius. The product is ClC=1C=C2C(=CN(C2=CC1)CC(=O)O)C1NS(C2=C1C=CC=C2)(=O)=O ([5-Chloro-3-(1,1-dioxo-2,3-dihydro-1H-1λ6-benzo[d]isothiazol-3-yl)-indol-1-yl]-acetic acid). RXN SMILES: C([O:5][C:6](=[O:29])[CH2:7][N:8]1[C:16]2[C:11](=[CH:12][C:13]([Cl:17])=[CH:14][CH:15]=2)[C:10]([CH:18]2[C:22]3[CH:23]=[CH:24][CH:25]=[CH:26][C:21]=3[S:20](=[O:28])(=[O:27])[NH:19]2)=[CH:9]1)(C)(C)C.[OH-].[Na+]>CCO>[Cl:17][C:13]1[CH:12]=[C:11]2[C:16](=[CH:15][CH:14]=1)[N:8]([CH2:7][C:6]([OH:29])=[O:5])[CH:9]=[C:10]2[CH:18]1[C:22]2[CH:23]=[CH:24][CH:25]=[CH:26][C:21]=2[S:20](=[O:28])(=[O:27])[NH:19]1 |f:1.2|. Procedure: The product from step c) (100 mg) was dissolved in 3 mL EtOH and treated with 0.5 mL of 1 M NaOH. The reaction was heated to 50° C. for 2 h. Upon cooling, the reaction was washed with DCM, acidified with 1 M HCl, and extracted into DCM. The organic layer was washed twice with water, dried over MgSO4, and concentrated to give the title compound as a solid. MS: ESI (negative): 375, 377 (M−H). Reactants: C1(=CC=CC=C1)P(C1=CC=CC=C1)C1=CC=CC=C1 (triphenylphosphine), BrC1=CSC=C1 (3-bromothiophene), C([O-])(O)=O.[Na+] (sodium bicarbonate), CC(C(C=C)O)C (4-methyl-1-penten-3-ol), [I-].[Na+] (sodium iodide). The reagents and catalysts are C(C)(=O)[O-].[Pd+2].C(C)(=O)[O-] (palladium acetate). Solvent: CN(C)C=O (DMF). Product: CC(C(CCC1=CSC=C1)=O)C (4-Methyl-1-thiophen-3-yl-pentan-3-one). As a reaction SMILES: Br[C:2]1[CH:6]=[CH:5][S:4][CH:3]=1.[CH3:7][CH:8]([CH3:13])[CH:9]([OH:12])[CH:10]=[CH2:11].[I-].[Na+].C(=O)(O)[O-].[Na+].C1(P(C2C=CC=CC=2)C2C=CC=CC=2)C=CC=CC=1>C([O-])(=O)C.[Pd+2].C([O-])(=O)C.CN(C=O)C>[CH3:7][CH:8]([CH3:13])[C:9](=[O:12])[CH2:10][CH2:11][C:2]1[CH:6]=[CH:5][S:4][CH:3]=1 |f:2.3,4.5,7.8.9|. Procedure: The title compound was prepared according to General Method 4b using 3-bromothiophene (20 mmol), 4-methyl-1-penten-3-ol (30 mmol), sodium iodide (0.7 mmol), sodium bicarbonate (24 mmol), triphenylphosphine (0.6 mmol), DMF (15 mL), and palladium acetate (0.2 mmol). The title compound was flash chromatographed using EtOAc:hexane (5:95 to 10:90). The reactants are OC1=C(C=C(C=C1)C)C(C)=O (2′-hydroxy-5′-methylacetophenone), CO (methanol), C=O (paraformaldehyde), Cl (hydrochloric acid). Reaction conditions: temperature 60 celsius. Product: OC1=C(C=C(C=C1COC)C)C(C)=O (2′-hydroxy-5′-methyl-3′-methoxymethylacetophenone). Reaction SMILES: [OH:1][C:2]1[CH:7]=[CH:6][C:5]([CH3:8])=[CH:4][C:3]=1[C:9](=[O:11])[CH3:10].[CH2:12]=[O:13].Cl.[CH3:15]O>>[OH:1][C:2]1[C:7]([CH2:12][O:13][CH3:15])=[CH:6][C:5]([CH3:8])=[CH:4][C:3]=1[C:9](=[O:11])[CH3:10]. Procedure: A mixture of 2′-hydroxy-5′-methylacetophenone (1.0 g, 6.7 mmol) was treated with paraformaldehyde (0.18 g) and conc. hydrochloric acid (5 ml) and the mixture heated at 60° C. overnight. Upon cooling the mixture was extracted with toluene (3×30 ml) and the combined extracts were dried (Na2SO4) and the solvent removed to yield a yellow oil. The oil was treated with methanol (30 ml) and heated to reflux for 1 h. Upon cooling, the solution was evaporated to near dryness, and the residue chromatograp...